This data is from the Open Reaction Database (ORD), a public repository of structured organic reaction records. The task is: describe an organic reaction: reactants, conditions, products, and yield The reactants are C(#N)C1=C(C=CC(=C1)C(=O)O)C1=CC=C(C=C1)C=1SC=CC1NS(=O)(=O)C(C)C (2-cyano-4′-[3-(propane-2-sulfonylamino)-thiophen-2-yl]-biphenyl-4-carboxylic acid), ClN1C(CCC1=O)=O (N-chlorosuccinimide). Solvent: O1CCCC1 (tetrahydrofuran). Reaction conditions: time 72 hour. Product: ClC1=CC(=C(S1)C1=CC=C(C=C1)C1=C(C=C(C=C1)C(=O)O)C#N)NS(=O)(=O)C(C)C (4′-[5-Chloro-3-(propane-2-sulfonylamino)-thiophen-2-yl]-2-cyano-biphenyl-4-carboxylic acid). Isolated yield 17.6%. Reaction SMILES: [C:1]([C:3]1[CH:8]=[C:7]([C:9]([OH:11])=[O:10])[CH:6]=[CH:5][C:4]=1[C:12]1[CH:17]=[CH:16][C:15]([C:18]2[S:19][CH:20]=[CH:21][C:22]=2[NH:23][S:24]([CH:27]([CH3:29])[CH3:28])(=[O:26])=[O:25])=[CH:14][CH:13]=1)#[N:2].[Cl:30]N1C(=O)CCC1=O>O1CCCC1>[Cl:30][C:20]1[S:19][C:18]([C:15]2[CH:14]=[CH:13][C:12]([C:4]3[CH:5]=[CH:6][C:7]([C:9]([OH:11])=[O:10])=[CH:8][C:3]=3[C:1]#[N:2])=[CH:17][CH:16]=2)=[C:22]([NH:23][S:24]([CH:27]([CH3:29])[CH3:28])(=[O:26])=[O:25])[CH:21]=1. Procedure details: Dissolve 2-cyano-4′-[3-(propane-2-sulfonylamino)-thiophen-2-yl]-biphenyl-4-carboxylic acid (0.021 g) in dry tetrahydrofuran (0.5 mL) at 0° C. and add N-chlorosuccinimide (0.007 g). Allow the reaction mixture to reach RT and stir for 72 h. Add diethyl ether, concentrate in vacuo and purify by Strata® silica gel cartridges, eluting with dichloromethane-methanol gradient. Purify by reverse phase HPLC to give 0.004 g of the title compound as a white solid. MS (ES−) (m/z): 459 (M−1). Starting materials: C1OC(C)([C@H]2CC[C@H]3[C@@H]4CC[C@H]5CC=CC[C@]5(C)[C@H]4C(C[C@]23C)=NO)OC1 (20,20-ethylenedioxy-5α-pregn-2-en-11-one 11-oxime), [Na] (sodium). RXN SMILES: C1CO[C:3]([C@@H:5]2[C@:22]3([CH3:23])[C@H:8]([C@H:9]4[C@H:19]([C:20](=[N:24]O)[CH2:21]3)[C@:17]3([CH3:18])[C@H:12]([CH2:13][CH:14]=[CH:15][CH2:16]3)[CH2:11][CH2:10]4)[CH2:7][CH2:6]2)([CH3:4])[O:2]1.[Na]>C(O)CC>[NH2:24][C@@H:20]1[CH2:21][C@@:22]2([CH3:23])[C@@H:8]([CH2:7][CH2:6][C@@H:5]2[C:3](=[O:2])[CH3:4])[C@H:9]2[C@H:19]1[C@:17]1([CH3:18])[C@@H:12]([CH2:11][CH2:10]2)[CH2:13][CH:14]=[CH:15][CH2:16]1 |^1:27|. The solvent is C(CC)O (propan-1-ol). Procedure details: A solution of 20,20-ethylenedioxy-5α-pregn-2-en-11-one 11-oxime (9.36 g) in propan-1-ol (215 ml) was heated at reflux and sodium (8 g) was added over 2 hours. When all the sodium was consumed the propan-1-ol was removed by distillation. The residue was extracted with ether (x 3) and these extracts were extracted with 2 M-HCl solution (x 3). The extracts were washed with ether and brought to pH 9 with 0.88 NH3 solution. The mixture was extracted with ether (x 2) and the extracts were washed with ... The yield is 110.9%. Product: N[C@H]1[C@@H]2[C@]3(CC=CC[C@@H]3CC[C@H]2[C@@H]2CC[C@H](C(C)=O)[C@]2(C1)C)C (11α-Amino-5α-pregn-2-en-20-one). The reactants are C(CC=C)C1=C(C(=C(C(=C1C)OC)C)C)OC (1-(But-3-enyl)-2,5-dimethoxy-3,4,6-trimethylbenzene), C12CCCC(CCC1)B2 (9-borabicyclo[3.3.1]nonane), C(C)(=O)OC(C)C (Isopropyl acetate), [OH-].[Na+] (NaOH), OO (H2O2), B (borane), C(=O)([O-])[O-].[K+].[K+] (K2CO3). Run in C1CCOC1 (THF). Conditions: time 8 hour. The product is COC1=C(C(=C(C(=C1C)C)OC)C)CCCCO (4-(2,5-dimethoxy-3,4,6-trimethylphenyl)butan-1-ol). The yield is 90.4%. Reaction SMILES: [CH2:1]([C:5]1[C:10]([CH3:11])=[C:9]([O:12][CH3:13])[C:8]([CH3:14])=[C:7]([CH3:15])[C:6]=1[O:16][CH3:17])[CH2:2][CH:3]=[CH2:4].C12BC(CCC1)CCC2.[OH-].[Na+].OO.B.C([O-])([O-])=[O:33].[K+].[K+].C(OC(C)C)(=O)C>C1COCC1>[CH3:17][O:16][C:6]1[C:7]([CH3:15])=[C:8]([CH3:14])[C:9]([O:12][CH3:13])=[C:10]([CH3:11])[C:5]=1[CH2:1][CH2:2][CH2:3][CH2:4][OH:33] |f:2.3,6.7.8|. Procedure details: 1-(But-3-enyl)-2,5-dimethoxy-3,4,6-trimethylbenzene (5.08 g) in 50 mL THF was treated with 9-borabicyclo[3.3.1]nonane (9-BBN) (2.96 g) and stirred overnight at room temperature. A chilled solution of 10 M NaOH (10 mL) and 35% w/w H2O2 (10 mL) was added to cold borane (0° C.) such that the internal temperature never exceeded 36° C. The cloudy solution was stirred vigorously and treated with 2 g K2CO3 until the layers clarified. Isopropyl acetate (100 mL) was added followed by separation and extra... Reported procedure: The title compound was prepared using the procedure described in Example 89B using 1-[4-(isocyanatomethyl)phenyl]azepane and 1-methyl-1H-indazol-4-amine instead of 1-bromo-4-(isocyanatomethyl)benzene and the product from Example 89A. NMR (DMSO-d6) δ 8.97 (s, 1H), 8.18 (s, 1H), 7.65 (d, 1H), 7.14 (m, 4H), 7.11 (d, 1H), 6.95 (bs, 2H), 4.23 (s, 2H), 3.99 (s, 3H), 3.27 (m, 4H), 1.90 (m, 4H), 1.53 (m, 4H); MS (ESI) (M+H)+ 378. Starting materials: N(=C=O)CC1=CC=C(C=C1)N1CCCCCC1 (1-[4-(isocyanatomethyl)phenyl]azepane), CN1N=CC=2C(=CC=CC12)N (1-methyl-1H-indazol-4-amine), N1N=CC=2C(=CC=CC12)N (1H-indazol-4-amine). The product is N1(CCCCCC1)C1=CC=C(CNC(=O)NC2=C3C=NN(C3=CC=C2)C)C=C1 (N-[4-(1-azepanyl)benzyl]-N′-(1-methyl-1H-indazol-4-yl)urea). Reaction SMILES: [N:1]([CH2:4][C:5]1[CH:10]=[CH:9][C:8]([N:11]2[CH2:17][CH2:16][CH2:15][CH2:14][CH2:13][CH2:12]2)=[CH:7][CH:6]=1)=[C:2]=[O:3].[CH3:18][N:19]1[C:27]2[CH:26]=[CH:25][CH:24]=[C:23]([NH2:28])[C:22]=2[CH:21]=[N:20]1.N1C2C=CC=C(N)C=2C=N1>>[N:11]1([C:8]2[CH:9]=[CH:10][C:5]([CH2:4][NH:1][C:2]([NH:28][C:23]3[CH:24]=[CH:25][CH:26]=[C:27]4[C:22]=3[CH:21]=[N:20][N:19]4[CH3:18])=[O:3])=[CH:6][CH:7]=2)[CH2:17][CH2:16][CH2:15][CH2:14][CH2:13][CH2:12]1. The reactants are C(C)(C)(C)OC(=O)[C@H]1[C@@H](C[C@@H](C1)O)C(N[C@]1([C@@H](C1)C=C)C(=O)OCC)=O ((1R,2R,4S)-2-((1R,2S)-1-Ethoxycarbonyl-2-vinyl-cyclopropylcarbamoyl)-4-hydroxy-cyclopentanecarboxylic acid tert-butyl ester), C(C)(C)NC=1SC=C(N1)C1=NC2=CC(=CC=C2C(=C1)O)OC (2-[2-(Isopropylamino)-1,3-thiazol-4-yl]-7-methoxyquinolin-4-ol), C1=CC=C(C=C1)P(C2=CC=CC=C2)C3=CC=CC=C3 (Ph3P), CC(C)OC(=O)/N=N/C(=O)OC(C)C (DIAD). Run in C1CCOC1 (THF). Reaction conditions: temperature 0 celsius, time 48 hour. Product: C(C)OC(=O)[C@@]1(C(C1)C=C)NC(=O)[C@H]1[C@@H](C[C@@H](C1)OC1=CC(=NC2=CC(=CC=C12)OC)C=1N=C(SC1)NC(C)C)C(=O)OC(C)(C)C (tert-Butyl (1R,2R,4R)-2-[[[(1R)-1-(ethoxycarbonyl)-2-vinylcyclopropyl]amino]carbonyl]-4-[[2-[2-(isopropylamino)-1,3-thiazol-4-yl]-7-methoxyquinolin-4-yl]oxy]cyclopentanecarboxylate). The yield is 10.0%. As a reaction SMILES: [C:1]([O:5][C:6]([C@@H:8]1[CH2:12][C@@H:11]([OH:13])[CH2:10][C@H:9]1[C:14](=[O:26])[NH:15][C@:16]1([C:21]([O:23][CH2:24][CH3:25])=[O:22])[CH2:18][C@H:17]1[CH:19]=[CH2:20])=[O:7])([CH3:4])([CH3:3])[CH3:2].[CH:27]([NH:30][C:31]1[S:32][CH:33]=[C:34]([C:36]2[CH:45]=[C:44](O)[C:43]3[C:38](=[CH:39][C:40]([O:47][CH3:48])=[CH:41][CH:42]=3)[N:37]=2)[N:35]=1)([CH3:29])[CH3:28].C1C=CC(P(C2C=CC=CC=2)C2C=CC=CC=2)=CC=1.CC(OC(/N=N/C(OC(C)C)=O)=O)C>C1COCC1>[CH2:24]([O:23][C:21]([C@@:16]1([NH:15][C:14]([C@@H:9]2[CH2:10][C@@H:11]([O:13][C:44]3[C:43]4[C:38](=[CH:39][C:40]([O:47][CH3:48])=[CH:41][CH:42]=4)[N:37]=[C:36]([C:34]4[N:35]=[C:31]([NH:30][CH:27]([CH3:29])[CH3:28])[S:32][CH:33]=4)[CH:45]=3)[CH2:12][C@H:8]2[C:6]([O:5][C:1]([CH3:4])([CH3:2])[CH3:3])=[O:7])=[O:26])[CH2:18][CH:17]1[CH:19]=[CH2:20])=[O:22])[CH3:25]. Procedure: To a solution of compound 35 (0.10 mmol) in dry THF (4 mL) was added the quinoline 12 (0.16 mmol) and Ph3P (0.40 mmol). After cooling to 0° C. DIAD (0.40 mmol) was added dropwise during 5 min. The solution was stirred at 0° C. for 1 h and at rt for 48 h. The solvent was evaporated and the remainder was purified using flash column chromatography (toluene/EtOAc 1:1) to give the title compound (10%) as a white solid.